From a dataset of the Open Reaction Database (ORD), a public repository of structured organic reaction records. describe an organic reaction: reactants, conditions, products, and yield Reactants: CCOC(=O)C1(NC(=O)c2ccncc2N2CCCCC2)Cc2ccccc2C1, C1COCCO1, CO, O. The product is O=C(NC1(C(=O)O)Cc2ccccc2C1)c1ccncc1N1CCCCC1. RXN SMILES: [CH2:1]([CH3:2])[O:3][C:4](=[O:5])[C:6]1([NH:15][C:16](=[O:17])[c:18]2[c:19]([N:24]3[CH2:25][CH2:26][CH2:27][CH2:28][CH2:29]3)[cH:20][n:21][cH:22][cH:23]2)[CH2:7][c:8]2[cH:9][cH:10][cH:11][cH:12][c:13]2[CH2:14]1.[CH2:30]1[O:31][CH2:32][CH2:33][O:34][CH2:35]1.[CH3:36][OH:37].[OH2:38]>>[O:3]=[C:4]([OH:5])[C:6]1([NH:15][C:16](=[O:17])[c:18]2[c:19]([N:24]3[CH2:25][CH2:26][CH2:27][CH2:28][CH2:29]3)[cH:20][n:21][cH:22][cH:23]2)[CH2:7][c:8]2[cH:9][cH:10][cH:11][cH:12][c:13]2[CH2:14]1.